This data is from the Open Reaction Database (ORD), a public repository of structured organic reaction records. The task is: describe an organic reaction: reactants, conditions, products, and yield Reactants: ClC=1C(=C(N=NC1)N1CCNCC1)NC(C)C (1-[5-chloro-4-(1-methylethyl)amino-3-pyridazinyl]piperazine). The solvent is C(C)N(CC)CC (triethylamine). Yields the product CC(C)NC1=C(N=NC=C1)N1CCNCC1 (1-[4-(1-Methylethyl)amino-3-pyridazinyl]piperazine). RXN SMILES: Cl[C:2]1[C:3]([NH:14][CH:15]([CH3:17])[CH3:16])=[C:4]([N:8]2[CH2:13][CH2:12][NH:11][CH2:10][CH2:9]2)[N:5]=[N:6][CH:7]=1>C(N(CC)CC)C>[CH3:17][CH:15]([NH:14][C:3]1[CH:2]=[CH:7][N:6]=[N:5][C:4]=1[N:8]1[CH2:9][CH2:10][NH:11][CH2:12][CH2:13]1)[CH3:16]. Procedure: Following the general procedure of PREPARATION 28 and making non-critical variations but starting with 1-[5-chloro-4-(1-methylethyl)amino-3-pyridazinyl]piperazine (PREPARATION 32, 1.7 g) and triethylamine (0.81 g), the title compound is obtained, NMR (CDCl3) 1.28, 2.06, 3.05, 3.11, 3.59, 4.75, 6.39, and 8.49δ; CMR (CDCl3) 22.2, 43.2, 46.2, 50.6, 103.7, 138.7, 148.4 and 154.5δ.